From a dataset of the Open Reaction Database (ORD), a public repository of structured organic reaction records. describe an organic reaction: reactants, conditions, products, and yield Reactants: B, C1CCOC1, C1CCOC1, COC(=O)CCC(=O)c1ccc(F)cc1. Product: COC(=O)CCC(O)c1ccc(F)cc1. RXN SMILES: [BH3:1].[CH2:22]1[O:23][CH2:24][CH2:25][CH2:26]1.[CH2:2]1[O:3][CH2:4][CH2:5][CH2:6]1.[F:7][c:8]1[cH:9][cH:10][c:11]([C:14]([CH2:15][CH2:16][C:17](=[O:18])[O:19][CH3:20])=[O:21])[cH:12][cH:13]1>>[F:7][c:8]1[cH:9][cH:10][c:11]([CH:14]([CH2:15][CH2:16][C:17](=[O:18])[O:19][CH3:20])[OH:21])[cH:12][cH:13]1. Reactants: C(CC)S(=O)(=O)N[C@H]([C@H](C)CC)C(=O)N[C@@H](CNC)C(=O)NCC1=CC=C(C=C1)C#N (N-(propylsulfonyl)-D-isoleucyl-3-(methylamino)-N1-(4-cyanobenzyl)-L-alaninamide), O1CCCC1 (tetrahydrofuran), [O-]C#N.[K+] (potassium cyanate). Solvent: O (water), O (water). Reaction conditions: temperature 50 celsius. Yields the product C(CC)S(=O)(=O)N[C@H]([C@H](C)CC)C(=O)N[C@@H](CN(C)C(=O)N)C(=O)NCC1=CC=C(C=C1)C#N (N-(propylsulfonyl)-D-isoleucyl-3-[(aminocarbonyl)(methyl)amino]-N1-(4-cyanobenzyl)-L-alaninamide). The yield is 87.0%. Reaction SMILES: [CH2:1]([S:4]([NH:7][C@@H:8]([C:13]([NH:15][C@H:16]([C:20]([NH:22][CH2:23][C:24]1[CH:29]=[CH:28][C:27]([C:30]#[N:31])=[CH:26][CH:25]=1)=[O:21])[CH2:17][NH:18][CH3:19])=[O:14])[C@@H:9]([CH2:11][CH3:12])[CH3:10])(=[O:6])=[O:5])[CH2:2][CH3:3].O1CCCC1.[O-:37][C:38]#[N:39].[K+]>O>[CH2:1]([S:4]([NH:7][C@@H:8]([C:13]([NH:15][C@H:16]([C:20]([NH:22][CH2:23][C:24]1[CH:25]=[CH:26][C:27]([C:30]#[N:31])=[CH:28][CH:29]=1)=[O:21])[CH2:17][N:18]([C:38]([NH2:39])=[O:37])[CH3:19])=[O:14])[C@@H:9]([CH2:11][CH3:12])[CH3:10])(=[O:6])=[O:5])[CH2:2][CH3:3] |f:2.3|. Procedure: To a solution of N-(propylsulfonyl)-D-isoleucyl-3-(methylamino)-N1-(4-cyanobenzyl)-L-alaninamide (500 mg, 1.0 mmol) in water (1.3 ml)/tetrahydrofuran (3 ml), potassium cyanate (243 mg, 3 mmol) was added under stirring at 50° C. and then further stirred under the same conditions. After stirring for 3 hours, water was added to the reaction mixture, which was then extracted with ethyl acetate. The ethyl acetate layer was dried over anhydrous magnesium sulfate. Magnesium sulfate was filtered off and... Reactants: FC=1C=C(C=CC1)C=1C=CC(=NC1)CN1CCN(CC1)C(=O)OC(C)(C)C (tert-butyl 4-[[5-(3-fluorophenyl)pyridin-2-yl]methyl]piperazine-1-carboxylate), FC(C(=O)O)(F)F (trifluoroacetic acid). The solvent is ClCCl (dichloromethane). Run at time 8 hour. The product is FC=1C=C(C=CC1)C=1C=CC(=NC1)CN1CCNCC1 (1-[[5-(3-fluorophenyl)pyridin-2-yl]methyl]piperazine). Isolated yield 72.0%. As a reaction SMILES: [F:1][C:2]1[CH:3]=[C:4]([C:8]2[CH:9]=[CH:10][C:11]([CH2:14][N:15]3[CH2:20][CH2:19][N:18](C(OC(C)(C)C)=O)[CH2:17][CH2:16]3)=[N:12][CH:13]=2)[CH:5]=[CH:6][CH:7]=1.FC(F)(F)C(O)=O>ClCCl>[F:1][C:2]1[CH:3]=[C:4]([C:8]2[CH:9]=[CH:10][C:11]([CH2:14][N:15]3[CH2:20][CH2:19][NH:18][CH2:17][CH2:16]3)=[N:12][CH:13]=2)[CH:5]=[CH:6][CH:7]=1. Procedure details: A 100 mL round-bottom flask, was charged with tert-butyl 4-[[5-(3-fluorophenyl)pyridin-2-yl]methyl]piperazine-1-carboxylate (950 mg, 2.56 mmol, 1.00 equiv), dichloromethane (15 mL), trifluoroacetic acid (2 mL). The resulting solution was stirred for overnight at room temperature. The resulting mixture was concentrated under reduced pressure to provide 500 mg (crude) of 1-[[5-(3-fluorophenyl)pyridin-2-yl]methyl]piperazine as yellow oil. LCMS (ESI, m/z): 272 [M+H]+. Reactants: 99.0, C1(=CC=CC=C1)NC1=CC=C(C=C1)N=O (N-phenyl-4-nitrosoaniline), C(CCCCC)O (n-hexanol), [OH-].[Na+] (NaOH), nitroso. Run at temperature 100 celsius, time 15 minute. The product is C1(=CC=CC=C1)NC1=CC=C(C=C1)N (N-phenyl-p-phenylenediamine). As a reaction SMILES: [C:1]1([NH:7][C:8]2[CH:13]=[CH:12][C:11]([N:14]=O)=[CH:10][CH:9]=2)[CH:6]=[CH:5][CH:4]=[CH:3][CH:2]=1.C(O)CCCCC.[OH-].[Na+]>>[C:1]1([NH:7][C:8]2[CH:13]=[CH:12][C:11]([NH2:14])=[CH:10][CH:9]=2)[CH:2]=[CH:3][CH:4]=[CH:5][CH:6]=1 |f:2.3|. Reported procedure: To a 1-liter three-necked round bottom flask fitted with a stirrer, a condenser and a thermometer were added 99.0 (0.5 mole) N-phenyl-4-nitrosoaniline, 254 g n-hexanol and 40 g (0.5 mole) aqueous NaOH (50% by weight). The dark reddish brown solution was stirred, heated to 100° C., at which point an exotherm developed, and heating was discontinued. A temperature rise to 120° C. was observed within 15 minutes. After another 15 minutes, the temperature returned to 100° C. Stirring was continued for... Reactants: [BH4-], CCO, CCOC(C)=O, CCOC(OCC)OCC, CN(C)CCC=C1c2cc(N)ccc2CCn2cccc21, [Na+]. Product: CNc1ccc2c(c1)C(=CCCN(C)C)c1cccn1CC2. Reaction SMILES: [BH4-:35].[CH3:32][CH2:33][OH:34].[CH3:37][CH2:38][O:39][C:40](=[O:41])[CH3:42].[CH:22]([O:23][CH2:24][CH3:25])([O:26][CH2:27][CH3:28])[O:29][CH2:30][CH3:31].[NH2:1][c:2]1[cH:3][c:4]2[c:5]([cH:20][cH:21]1)[CH2:6][CH2:7][n:8]1[c:9]([cH:17][cH:18][cH:19]1)[C:10]2=[CH:11][CH2:12][CH2:13][N:14]([CH3:15])[CH3:16].[Na+:36]>>[NH:1]([c:2]1[cH:3][c:4]2[c:5]([cH:20][cH:21]1)[CH2:6][CH2:7][n:8]1[c:9]([cH:17][cH:18][cH:19]1)[C:10]2=[CH:11][CH2:12][CH2:13][N:14]([CH3:15])[CH3:16])[CH3:22].